From a dataset of the Open Reaction Database (ORD), a public repository of structured organic reaction records. describe an organic reaction: reactants, conditions, products, and yield Reactants: N1[C@@H](CCCC1)CCN ({2-[(2S)-2-piperidinyl]ethyl}amine), 16a, FC1=C(C=CC(=C1)F)CNC(=O)C=1C(C(=C2N(C[C@@H]3N(CC[C@H]4N3CCCC4)C2=O)C1)OCC1=CC=CC=C1)=O ((4aS,14aS)-N-[(2,4-difluorophenyl)methyl]8,10-dioxo-9-[(phenylmethyl)oxy]-2,3,4,4a,5,6,8,10,14,14a-decahydro-1H-pyrido[1,2-c]pyrido[1′,2′:4,5]pyrazino[1,2-a]pyrimidine-11-carboxamide). The product is FC1=C(C=CC(=C1)F)CNC(=O)C=1C(C(=C2N(C[C@@H]3N(CC[C@H]4N3CCCC4)C2=O)C1)O)=O ((4aS,14aS)-N-[(2,4-Difluorophenyl)methyl]-9-hydroxy-8,10-dioxo-2,3,4,4a,5,6,8,10,14,14a-decahydro-1H-pyrido[1,2-c]pyrido[1′,2′:4,5]pyrazino[1,2-a]pyrimidine-11-carboxamide). Isolated yield 155.6%. RXN SMILES: N1CCCC[C@H]1CCN.[F:10][C:11]1[CH:16]=[C:15]([F:17])[CH:14]=[CH:13][C:12]=1[CH2:18][NH:19][C:20]([C:22]1[C:23](=[O:49])[C:24]([O:41]CC2C=CC=CC=2)=[C:25]2[C:38](=[O:39])[N:29]3[CH2:30][CH2:31][C@@H:32]4[CH2:37][CH2:36][CH2:35][CH2:34][N:33]4[C@@H:28]3[CH2:27][N:26]2[CH:40]=1)=[O:21]>>[F:10][C:11]1[CH:16]=[C:15]([F:17])[CH:14]=[CH:13][C:12]=1[CH2:18][NH:19][C:20]([C:22]1[C:23](=[O:49])[C:24]([OH:41])=[C:25]2[C:38](=[O:39])[N:29]3[CH2:30][CH2:31][C@@H:32]4[CH2:37][CH2:36][CH2:35][CH2:34][N:33]4[C@@H:28]3[CH2:27][N:26]2[CH:40]=1)=[O:21]. Procedure details: In a manner similar to that described in example Z-35, from {2-[(2S)-2-piperidinyl]ethyl}amine (28 mg, 0.218 mmol) and 16a (30 mg, 0.0638 mmol) was prepared (4aS,14aS)-N-[(2,4-difluorophenyl)methyl]8,10-dioxo-9-[(phenylmethyl)oxy]-2,3,4,4a,5,6,8,10,14,14a-decahydro-1H-pyrido[1,2-c]pyrido[1′,2′:4,5]pyrazino[1,2-a]pyrimidine-11-carboxamide (20 mg, 82%). This material was deprotected in a second step similar to that described in example Z-37 to give the title compound as a white solid (26 mg, quant... Reactants: C1COCCO1, CC1OC(C)(C)OC1c1ccc(C(N)=O)nc1, CCOC(C)=O, O=C(OC(=O)C(F)(F)F)C(F)(F)F, c1ccncc1. The product is CC1OC(C)(C)OC1c1ccc(C#N)nc1. As a reaction SMILES: [CH2:37]1[O:38][CH2:39][CH2:40][O:41][CH2:42]1.[CH3:1][C:2]1([CH3:17])[O:3][CH:4]([CH3:16])[CH:5]([c:7]2[cH:8][cH:9][c:10]([C:13](=[O:14])[NH2:15])[n:11][cH:12]2)[O:6]1.[CH3:43][CH2:44][O:45][C:46](=[O:47])[CH3:48].[F:24][C:25]([F:26])([F:27])[C:28]([O:29][C:30](=[O:31])[C:32]([F:33])([F:34])[F:35])=[O:36].[cH:18]1[cH:19][cH:20][n:21][cH:22][cH:23]1>>[CH3:1][C:2]1([CH3:17])[O:3][CH:4]([CH3:16])[CH:5]([c:7]2[cH:8][cH:9][c:10]([C:13]#[N:15])[n:11][cH:12]2)[O:6]1. Starting materials: BrC1=CC=C(S1)C(=O)O (5-bromo-2-thiophenecarboxylic acid), C(=O)([O-])[O-].[K+].[K+] (K2CO3), CC1(COB(OC1)C1=CC=NN1C)C (5-(5,5-dimethyl-1,3,2-dioxaborinan-2-yl)-1-methyl-1H-pyrazole). Reagents/catalysts: C=1C=CC(=CC1)[P](C=2C=CC=CC2)(C=3C=CC=CC3)[Pd]([P](C=4C=CC=CC4)(C=5C=CC=CC5)C=6C=CC=CC6)([P](C=7C=CC=CC7)(C=8C=CC=CC8)C=9C=CC=CC9)[P](C=1C=CC=CC1)(C=1C=CC=CC1)C=1C=CC=CC1 (tetrakistriphenylphosphine Pd(0)). The solvent is O1CCOCC1.O (dioxane H2O). Run at temperature 80 celsius. Product: CN1N=CC=C1C1=CC=C(S1)C(=O)O (5-(1-methyl-1H-pyrazol-5-yl)-2-thiophenecarboxylic acid). As a reaction SMILES: Br[C:2]1[S:6][C:5]([C:7]([OH:9])=[O:8])=[CH:4][CH:3]=1.C([O-])([O-])=O.[K+].[K+].CC1(C)COB([C:23]2[N:27]([CH3:28])[N:26]=[CH:25][CH:24]=2)OC1>O1CCOCC1.O.C1C=CC([P]([Pd]([P](C2C=CC=CC=2)(C2C=CC=CC=2)C2C=CC=CC=2)([P](C2C=CC=CC=2)(C2C=CC=CC=2)C2C=CC=CC=2)[P](C2C=CC=CC=2)(C2C=CC=CC=2)C2C=CC=CC=2)(C2C=CC=CC=2)C2C=CC=CC=2)=CC=1>[CH3:28][N:27]1[C:23]([C:2]2[S:6][C:5]([C:7]([OH:9])=[O:8])=[CH:4][CH:3]=2)=[CH:24][CH:25]=[N:26]1 |f:1.2.3,5.6,^1:40,42,61,80|. Reported procedure: To a solution of 5-bromo-2-thiophenecarboxylic acid (100 mg, 0.48 mmol) in dioxane/H2O (5:1, 6 mL) was added K2CO3 (267 mg, 1.93 mmol), tetrakistriphenylphosphine Pd(0) (28 mg, 24 umol) and 5-(5,5-dimethyl-1,3,2-dioxaborinan-2-yl)-1-methyl-1H-pyrazole (94 mg, 0.48 mmol). The reaction mixture was heated to 80° C. in a sealed tube for 12 h and was then partitioned between 6N NaOH and DCM. The pH of the aqueous phase was adjusted to ˜3 with 3M HCl and washed several times with DCM. The combined org...